Dataset: the Open Reaction Database (ORD), a public repository of structured organic reaction records. Task: describe an organic reaction: reactants, conditions, products, and yield The reactants are C(#N)C=1C=C(C=CC1CC(C)C)C1=NC(=NS1)C=1C(=C(C=CC1)C1CCN(CC1)C(=O)OC(C)(C)C)CC (1,1-dimethylethyl 4-(3-{5-[3-cyano-4-(2-methylpropyl)phenyl]-1,2,4-thiadiazol-3-yl}-2-ethylphenyl)-1-piperidinecarboxylate), C(=O)(C(F)(F)F)O (TFA). Product: C(C)C1=C(C=CC=C1C1CCNCC1)C1=NSC(=N1)C=1C=CC(=C(C#N)C1)CC(C)C (5-{3-[2-ethyl-3-(4-piperidinyl)phenyl]-1,2,4-thiadiazol-5-yl}-2-(2-methylpropyl)benzonitrile). Procedure: To a solution of 1,1-dimethylethyl 4-(3-{5-[3-cyano-4-(2-methylpropyl)phenyl]-1,2,4-thiadiazol-3-yl}-2-ethylphenyl)-1-piperidinecarboxylate (D124) (0.089 g, 0.168 mmol) in Dichloromethane (DCM) (10 mL) at room temp was added TFA (0.388 mL, 5.04 mmol). This solution was stirred for 2 hr. This solution was condensed and dried in high vacuum to remove TFA to afford 5-{3-[2-ethyl-3-(4-piperidinyl)phenyl]-1,2,4-thiadiazol-5-yl}-2-(2-methylpropyl)benzonitrile (D125) (72 mg) as a brown oil residue, whi... The yield is 99.5%. Solvent: ClCCl (Dichloromethane). RXN SMILES: [C:1]([C:3]1[CH:4]=[C:5]([C:13]2[S:17][N:16]=[C:15]([C:18]3[C:19]([CH2:37][CH3:38])=[C:20]([CH:24]4[CH2:29][CH2:28][N:27](C(OC(C)(C)C)=O)[CH2:26][CH2:25]4)[CH:21]=[CH:22][CH:23]=3)[N:14]=2)[CH:6]=[CH:7][C:8]=1[CH2:9][CH:10]([CH3:12])[CH3:11])#[N:2].C(O)(C(F)(F)F)=O>ClCCl>[CH2:37]([C:19]1[C:20]([CH:24]2[CH2:29][CH2:28][NH:27][CH2:26][CH2:25]2)=[CH:21][CH:22]=[CH:23][C:18]=1[C:15]1[N:14]=[C:13]([C:5]2[CH:6]=[CH:7][C:8]([CH2:9][CH:10]([CH3:11])[CH3:12])=[C:3]([CH:4]=2)[C:1]#[N:2])[S:17][N:16]=1)[CH3:38]. Run at time 2 hour. Starting materials: CCc1csc(CCc2ccn3c(=O)cc(O)nc3c2)c1Br, CCCC[SnH](CCCC)CCCC, Cc1ccccc1, [F-], [K+]. As a reaction SMILES: [Br:1][c:2]1[c:3]([CH2:9][CH2:10][c:11]2[cH:12][c:13]3[n:14]([c:15](=[O:20])[cH:16][c:17]([OH:19])[n:18]3)[cH:21][cH:22]2)[s:4][cH:5][c:6]1[CH2:7][CH3:8].[CH2:23]([SnH:24]([CH2:25][CH2:26][CH2:27][CH3:28])[CH2:29][CH2:30][CH2:31][CH3:32])[CH2:33][CH2:34][CH3:35].[CH3:38][c:39]1[cH:40][cH:41][cH:42][cH:43][cH:44]1.[F-:36].[K+:37]>>[cH:2]1[c:3]([CH2:9][CH2:10][c:11]2[cH:12][c:13]3[n:14]([c:15](=[O:20])[cH:16][c:17]([OH:19])[n:18]3)[cH:21][cH:22]2)[s:4][cH:5][c:6]1[CH2:7][CH3:8]. Yields the product CCc1csc(CCc2ccn3c(=O)cc(O)nc3c2)c1. The reactants are ClC1=C(C(=CC=C1)Cl)N1C(N(CC2=C(C=C(C=C12)C1CCC(CC1)=O)C1=C(C=CC=C1)Cl)CC1=CC=C(C=C1)OC)=O (1-(2,6-Dichlorophenyl)-3-(4-methoxybenzyl)-5-(2-chlorophenyl)-7-(1-cyclohexanon-4-yl)-3,4-dihydro-2(1H)-quinazolinone), [I-].C[S+](C)C (trimethylsulfonium iodide), [OH-].[K+] (KOH), ClC1=C(C(=CC=C1)Cl)N1C(N(CC2=C(C=C(C=C12)C1CCC(CC1)=O)C1=C(C=CC=C1)Cl)CC1=CC=C(C=C1)OC)=O (1-(2,6-Dichlorophenyl)-3-(4-methoxybenzyl)-5-(2-chlorophenyl)-7-(1-cyclohexanon-4-yl)-3,4-dihydro-2(1H)-quinazolinone). Reagents/catalysts: O (H2O). Solvent: CC#N (CH3CN), CS(=O)C (DMSO), C(Cl)Cl (CH2Cl2), CC#N (CH3CN). Reaction conditions: temperature 60 celsius. Yields the product ClC1=C(C=CC=C1)C1=C2CN(C(N(C2=CC(=C1)C1CCC2(CO2)CC1)C1=C(C=CC=C1Cl)Cl)=O)CC1=CC=C(C=C1)OC (5-(2-Chlorophenyl)-1-(2,6-dichlorophenyl)-3-(4-methoxybenzyl)-7-(1-oxaspiro[2.5]oct-6-yl)-3,4-dihydroquinazolin-2(1H)-one). Reaction SMILES: [I-].[CH3:2][S+](C)C.[OH-].[K+].[Cl:8][C:9]1[CH:14]=[CH:13][CH:12]=[C:11]([Cl:15])[C:10]=1[N:16]1[C:25]2[C:20](=[C:21]([C:33]3[CH:38]=[CH:37][CH:36]=[CH:35][C:34]=3[Cl:39])[CH:22]=[C:23]([CH:26]3[CH2:31][CH2:30][C:29](=[O:32])[CH2:28][CH2:27]3)[CH:24]=2)[CH2:19][N:18]([CH2:40][C:41]2[CH:46]=[CH:45][C:44]([O:47][CH3:48])=[CH:43][CH:42]=2)[C:17]1=[O:49]>CC#N.O.CS(C)=O.C(Cl)Cl>[Cl:39][C:34]1[CH:35]=[CH:36][CH:37]=[CH:38][C:33]=1[C:21]1[CH:22]=[C:23]([CH:26]2[CH2:31][CH2:30][C:29]3([O:32][CH2:2]3)[CH2:28][CH2:27]2)[CH:24]=[C:25]2[C:20]=1[CH2:19][N:18]([CH2:40][C:41]1[CH:42]=[CH:43][C:44]([O:47][CH3:48])=[CH:45][CH:46]=1)[C:17](=[O:49])[N:16]2[C:10]1[C:11]([Cl:15])=[CH:12][CH:13]=[CH:14][C:9]=1[Cl:8] |f:0.1,2.3|. Procedure: To a suspension of trimethylsulfonium iodide (20 mg, 0.096 mmol) in CH3CN (0.3 mL) was added one drop of H2O followed KOH (s) (22 mg, 0.384 mmol). This mixture was heated at 60° C. for 10 min, then added 5-(2-chlorophenyl)-1-(2,6-dichlorophenyl)-3-(4-methoxybenzyl)-7-(4-oxocyclohexyl)-3,4-dihydroquinazolin-2(1H)-one (INTERMEDIATE 76) (40 mg, 0.064 mmol) in CH3CN (0.3 mL) and DMSO (0.2 mL) slowly. The reaction mixture was heated another 3.5 h, cooled to RT and diluted with CH2Cl2. It was washed w... Yields the product O=C(O)c1cn(C2CC2)c2c(F)c(N3CCOC3)c(F)cc2c1=O. The reactants are CCO, CC(=O)O, CCOC(=O)c1cn(C2CC2)c2c(F)c(N3CCOC3)c(F)cc2c1=O, [Na+], [Na+], O=C([O-])[O-]. RXN SMILES: [CH3:27][CH2:28][OH:29].[CH3:36][C:37](=[O:38])[OH:39].[CH:1]1([n:4]2[cH:5][c:6]([C:22](=[O:23])[O:24][CH2:25][CH3:26])[c:7](=[O:21])[c:8]3[cH:9][c:10]([F:20])[c:11]([N:15]4[CH2:16][O:17][CH2:18][CH2:19]4)[c:12]([F:14])[c:13]23)[CH2:2][CH2:3]1.[Na+:30].[Na+:31].[O-:32][C:33](=[O:34])[O-:35]>>[CH:1]1([n:4]2[cH:5][c:6]([C:22](=[O:23])[OH:24])[c:7](=[O:21])[c:8]3[cH:9][c:10]([F:20])[c:11]([N:15]4[CH2:16][O:17][CH2:18][CH2:19]4)[c:12]([F:14])[c:13]23)[CH2:2][CH2:3]1.